From a dataset of the Open Reaction Database (ORD), a public repository of structured organic reaction records. describe an organic reaction: reactants, conditions, products, and yield Reactants: P(=O)(Br)(Br)Br (Phosphorus oxybromide), C(CCC)N1C(C=C(C=C1)O)=O (1-Butyl-4-hydroxy-1H-pyridin-2-one). Run in CN(C)C=O (DMF). Reaction conditions: temperature 110 celsius. The product is BrC1=CC(N(C=C1)CCCC)=O (4-Bromo-1-butyl-1H-pyridin-2-one). The yield is 92.0%. Reaction SMILES: P(Br)(Br)([Br:3])=O.[CH2:6]([N:10]1[CH:15]=[CH:14][C:13](O)=[CH:12][C:11]1=[O:17])[CH2:7][CH2:8][CH3:9]>CN(C=O)C>[Br:3][C:13]1[CH:14]=[CH:15][N:10]([CH2:6][CH2:7][CH2:8][CH3:9])[C:11](=[O:17])[CH:12]=1. Procedure: Phosphorus oxybromide (5.4 g, 18.9 mmol) was added to a solution of intermediate D5 (1.44 g, 8.6 mmol) in DMF (140 ml) and the mixture was heated at 110° C. for 1 hour. After cooling in an ice bath, the solution was partitioned between water and EtOAc. After three extractions with EtOAc, the combined organic fractions were dried (Na2SO4) and the solvent evaporated in vacuo. The crude product was purified by column chromatography (silica gel; DCM as eluent). The desired fractions were collected a... Reactants: COC1=CC=C(C2=C1N=C(S2)N)C=2N=C(SC2)C (4-methoxy-7-(2-methyl-thiazol-4-yl)-benzothiazol-2-ylamine), ClC(Cl)(OC(OC(Cl)(Cl)Cl)=O)Cl (triphosgen), C(C)N(C(C)C)C(C)C (N-ethyl-diisopropylamine), C(C)N(C(C)C)C(C)C (N-ethyl-diisopropylamine), OC1CCNCC1 (4-hydroxy-piperidin). Reagents/catalysts: CN(C)C=1C=CN=CC1 (DMAP). Solvent: C1CCOC1 (THF). Reaction conditions: temperature 70 celsius, time 1.5 hour. The product is COC1=CC=C(C2=C1N=C(S2)NC(=O)N2CCC(CC2)O)C=2N=C(SC2)C (4-Hydroxy-piperidine-1-carboxylic acid [4-methoxy-7-(2-methyl-thiazol-4-yl)-benzothiazol-2-yl]-amide), solid. Isolated yield 11.0%. Reaction SMILES: [CH3:1][O:2][C:3]1[C:8]2[N:9]=[C:10]([NH2:12])[S:11][C:7]=2[C:6]([C:13]2[N:14]=[C:15]([CH3:18])[S:16][CH:17]=2)=[CH:5][CH:4]=1.C(N(C(C)C)C(C)C)C.Cl[C:29](Cl)([O:31]C(=O)OC(Cl)(Cl)Cl)Cl.[OH:40][CH:41]1[CH2:46][CH2:45][NH:44][CH2:43][CH2:42]1>C1COCC1.CN(C1C=CN=CC=1)C>[CH3:1][O:2][C:3]1[C:8]2[N:9]=[C:10]([NH:12][C:29]([N:44]3[CH2:45][CH2:46][CH:41]([OH:40])[CH2:42][CH2:43]3)=[O:31])[S:11][C:7]=2[C:6]([C:13]2[N:14]=[C:15]([CH3:18])[S:16][CH:17]=2)=[CH:5][CH:4]=1. Procedure details: To a suspension of 0.070 g of 4-methoxy-7-(2-methyl-thiazol-4-yl)-benzothiazol-2-ylamine (0.00025 Mol) in THF (4 ml) at room temperature were added 0.054 ml N-ethyl-diisopropylamine (0.00031 Mol) and 0.001 g DMAP. 0.025 g of triphosgen (0.000085 Mol) were added and the whole mixture was heated to 70° C. for 1 hr. Then another 0.054 ml N-ethyl-diisopropylamine (0.00031 Mol) and 0.031 g of 4-hydroxy-piperidin (0.00031 Mol) were added and the reaction mixture was stirred at 70° C. for 1.5 hrs. Upon... Starting materials: BrCC=CCBr, Nc1cc(C(=O)O)cc(S(N)(=O)=O)c1Oc1ccccc1, O. Product: NS(=O)(=O)c1cc(C(=O)O)cc(NCC=CCBr)c1Oc1ccccc1. RXN SMILES: [Br:22][CH2:23][CH:24]=[CH:25][CH2:26][Br:27].[NH2:1][c:2]1[cH:3][c:4]([C:5](=[O:6])[OH:7])[cH:8][c:9]([S:18]([NH2:19])(=[O:20])=[O:21])[c:10]1[O:11][c:12]1[cH:13][cH:14][cH:15][cH:16][cH:17]1.[OH2:28]>>[NH:1]([c:2]1[cH:3][c:4]([C:5](=[O:6])[OH:7])[cH:8][c:9]([S:18]([NH2:19])(=[O:20])=[O:21])[c:10]1[O:11][c:12]1[cH:13][cH:14][cH:15][cH:16][cH:17]1)[CH2:26][CH:25]=[CH:24][CH2:23][Br:22]. Starting materials: COC=1C=C(CC2NCCC3=CC(=C(C=C23)OC(C)C)OC)C=CC1OC (1-(3,4-Dimethoxy-benzyl)-6-methoxy-7-isopropoxy-1,2,3,4-tetrahydroisoquinoline), BrCC(=O)Br (2-bromoacetyl bromide), COC1=C(CN)C=CC=C1 (2-methoxy-benzylamine). Yields the product COC=1C=C(CC2N(CCC3=CC(=C(C=C23)OC(C)C)OC)CC(=O)NCC2=C(C=CC=C2)OC)C=CC1OC (2-[1-(3,4-Dimethoxy-benzyl)-6-methoxy-7-isopropoxy-3,4-dihydro-1H-isoquinolin-2-yl]-N-(2-methoxy-benzyl)-acetamide). Reaction SMILES: [CH3:1][O:2][C:3]1[CH:4]=[C:5]([CH:23]=[CH:24][C:25]=1[O:26][CH3:27])[CH2:6][CH:7]1[C:16]2[C:11](=[CH:12][C:13]([O:21][CH3:22])=[C:14]([O:17][CH:18]([CH3:20])[CH3:19])[CH:15]=2)[CH2:10][CH2:9][NH:8]1.Br[CH2:29][C:30](Br)=[O:31].[CH3:33][O:34][C:35]1[CH:42]=[CH:41][CH:40]=[CH:39][C:36]=1[CH2:37][NH2:38]>>[CH3:1][O:2][C:3]1[CH:4]=[C:5]([CH:23]=[CH:24][C:25]=1[O:26][CH3:27])[CH2:6][CH:7]1[C:16]2[C:11](=[CH:12][C:13]([O:21][CH3:22])=[C:14]([O:17][CH:18]([CH3:20])[CH3:19])[CH:15]=2)[CH2:10][CH2:9][N:8]1[CH2:29][C:30]([NH:38][CH2:37][C:36]1[CH:39]=[CH:40][CH:41]=[CH:42][C:35]=1[O:34][CH3:33])=[O:31]. Procedure details: prepared by reaction of 1-(3,4-Dimethoxy-benzyl)-6-methoxy-7-isopropoxy-1,2,3,4-tetrahydroisoquinoline and 2-bromoacetyl bromide with 2-methoxy-benzylamine Reactants: C(C1=CC=CC=C1)[C@H](C(=O)N1C(OC[C@@H]1CC1=CC=CC=C1)=O)\C=C\[C@@H](C(=O)N1C(OC[C@@H]1CC1=CC=CC=C1)=O)C ((2S,5S,E)-2-benzyl-1,6-bis((S)-4-benzyl-2-oxooxazolidin-3-yl)-5-methylhex-3-ene-1,6-dione), CCOC(=O)C (EtOAc). The reagents and catalysts are [Pd] (Pd/C). Conditions: time 8 hour. Product: C(C1=CC=CC=C1)[C@H](C(=O)N1C(OC[C@@H]1CC1=CC=CC=C1)=O)CC[C@@H](C(=O)N1C(OC[C@@H]1CC1=CC=CC=C1)=O)CC ((2R,5S)-2-benzyl-1,6-bis((S)-4-benzyl-2-oxooxazolidin-3-yl)-5-ethylhexane-1,6-dione). Yield: 88.0%. Reaction SMILES: [CH2:1]([C@@H:8](/[CH:24]=[CH:25]/[C@H:26]([CH3:42])[C:27]([N:29]1[C@@H:33]([CH2:34][C:35]2[CH:40]=[CH:39][CH:38]=[CH:37][CH:36]=2)[CH2:32][O:31][C:30]1=[O:41])=[O:28])[C:9]([N:11]1[C@@H:15]([CH2:16][C:17]2[CH:22]=[CH:21][CH:20]=[CH:19][CH:18]=2)[CH2:14][O:13][C:12]1=[O:23])=[O:10])[C:2]1[CH:7]=[CH:6][CH:5]=[CH:4][CH:3]=1.[CH3:43]COC(C)=O>[Pd]>[CH2:1]([C@@H:8]([CH2:24][CH2:25][C@H:26]([CH2:42][CH3:43])[C:27]([N:29]1[C@@H:33]([CH2:34][C:35]2[CH:36]=[CH:37][CH:38]=[CH:39][CH:40]=2)[CH2:32][O:31][C:30]1=[O:41])=[O:28])[C:9]([N:11]1[C@@H:15]([CH2:16][C:17]2[CH:22]=[CH:21][CH:20]=[CH:19][CH:18]=2)[CH2:14][O:13][C:12]1=[O:23])=[O:10])[C:2]1[CH:3]=[CH:4][CH:5]=[CH:6][CH:7]=1. Reported procedure: To a solution of (2S,5S,E)-2-benzyl-1,6-bis((S)-4-benzyl-2-oxooxazolidin-3-yl)-5-methylhex-3-ene-1,6-dione (250 mg, 0.431 mmol) in EtOAc (5 mL) was added 10% Pd/C (80 mg, 0.075 mmol). The reaction mixture was purged with nitrogen and stirred under an atmosphere of hydrogen (balloon) overnight. The reaction mixture was filtered through CELITE® and concentrated to afford (2R,5S)-2-benzyl-1,6-bis((S)-4-benzyl-2-oxooxazolidin-3-yl)-5-ethylhexane-1,6-dione (221 mg, 0.379 mmol, 88% yield), which was u... Starting materials: C(C=C)C(CO[SiH2]C1=CC=C(C=C1)Br)CC=C (4-(diallylethoxysilyl)bromobenzene), C(=O)([O-])[O-].[K+].[K+] (K2CO3), COC1=CC=C(C=C1)B(O)O (4-methoxyphenyl boronic acid), resultant mixture. Reagents/catalysts: C=1C=CC(=CC1)[P](C=2C=CC=CC2)(C=3C=CC=CC3)[Pd]([P](C=4C=CC=CC4)(C=5C=CC=CC5)C=6C=CC=CC6)([P](C=7C=CC=CC7)(C=8C=CC=CC8)C=9C=CC=CC9)[P](C=1C=CC=CC1)(C=1C=CC=CC1)C=1C=CC=CC1 (Pd(PPh3)4). The solvent is C1(=CC=CC=C1)C (toluene). The product is C(C=C)C(CO[SiH2]C1=CC=C(C=C1)C1=CC=C(C=C1)OC)CC=C (4-(diallylethoxysilyl)-4′-methoxybiphenyl). The yield is 60.0%. Reaction SMILES: [CH2:1]([CH:4]([CH2:15][CH:16]=[CH2:17])[CH2:5][O:6][SiH2:7][C:8]1[CH:13]=[CH:12][C:11](Br)=[CH:10][CH:9]=1)[CH:2]=[CH2:3].C([O-])([O-])=O.[K+].[K+].[CH3:24][O:25][C:26]1[CH:31]=[CH:30][C:29](B(O)O)=[CH:28][CH:27]=1>C1C=CC([P]([Pd]([P](C2C=CC=CC=2)(C2C=CC=CC=2)C2C=CC=CC=2)([P](C2C=CC=CC=2)(C2C=CC=CC=2)C2C=CC=CC=2)[P](C2C=CC=CC=2)(C2C=CC=CC=2)C2C=CC=CC=2)(C2C=CC=CC=2)C2C=CC=CC=2)=CC=1.C1(C)C=CC=CC=1>[CH2:1]([CH:4]([CH2:15][CH:16]=[CH2:17])[CH2:5][O:6][SiH2:7][C:8]1[CH:13]=[CH:12][C:11]([C:29]2[CH:30]=[CH:31][C:26]([O:25][CH3:24])=[CH:27][CH:28]=2)=[CH:10][CH:9]=1)[CH:2]=[CH2:3] |f:1.2.3,^1:38,40,59,78|. Reported procedure: At first, a mixture of the 4-(diallylethoxysilyl)bromobenzene (191 mg, 0.61 mmol) obtained in Example 1, Pd(PPh3)4 (21.3 mg, 0.018 mmol), K2CO3 (127 mg, 0.92 mmol), and 4-methoxyphenyl boronic acid (112 mg, 0.74 mmol) was added with dist.toluene (5 mL). Subsequently, the resultant mixture was stirred under a nitrogen atmosphere at 80° C. for 13 hours to obtain a reaction mixture. Thereafter, a salt formed in the reaction mixture was removed by filtering with celite. The solvent was distilled fro...